This data is from the Open Reaction Database (ORD), a public repository of structured organic reaction records. The task is: describe an organic reaction: reactants, conditions, products, and yield Reactants: CC(C)(C)c1cc(N)cc2c1OCC2(C)C, CCCN=C=O, CCOCC. Product: CCCNC(=O)Nc1cc(C(C)(C)C)c2c(c1)C(C)(C)CO2. RXN SMILES: [C:7]([CH3:8])([CH3:9])([CH3:10])[c:11]1[cH:12][c:13]([NH2:22])[cH:14][c:15]2[c:19]1[O:18][CH2:17][C:16]2([CH3:20])[CH3:21].[CH2:1]([CH2:2][CH3:3])[N:4]=[C:5]=[O:6].[CH3:23][CH2:24][O:25][CH2:26][CH3:27]>>[CH2:1]([CH2:2][CH3:3])[NH:4][C:5](=[O:6])[NH:22][c:13]1[cH:12][c:11]([C:7]([CH3:8])([CH3:9])[CH3:10])[c:19]2[c:15]([cH:14]1)[C:16]([CH3:20])([CH3:21])[CH2:17][O:18]2. Reactants: COC(CCC1NC(CC1C1=CC=CC=C1)=O)=O (5-oxo-3-phenyl-2-pyrrolidinepropanoic acid methyl ester), COC(CC(C1NC(CC1)=O)C1=CC=CC=C1)=O (5-oxo-β-phenyl-2-pyrrolidinepropanoic acid methyl ester), Cl (hydrochloric acid). The solvent is [OH-].[Na+] (sodium hydroxide). Product: O=C1CCC(N1)C(CC(=O)O)C1=CC=CC=C1 (5-oxo-β-phenyl-2-pyrrolidinepropanoic acid), O=C1CC(C(N1)CCC(=O)O)C1=CC=CC=C1 (5-oxo-3-phenyl-2-pyrrolidinepropanoic acid). Reaction SMILES: C[O:2][C:3](=[O:18])[CH2:4][CH2:5][CH:6]1[CH:10]([C:11]2[CH:16]=[CH:15][CH:14]=[CH:13][CH:12]=2)[CH2:9][C:8](=[O:17])[NH:7]1.C[O:20][C:21](=[O:36])[CH2:22][CH:23]([C:30]1[CH:35]=[CH:34][CH:33]=[CH:32][CH:31]=1)[CH:24]1[CH2:28][CH2:27][C:26](=[O:29])[NH:25]1.Cl>[OH-].[Na+]>[O:29]=[C:26]1[NH:25][CH:24]([CH:23]([C:30]2[CH:35]=[CH:34][CH:33]=[CH:32][CH:31]=2)[CH2:22][C:21]([OH:36])=[O:20])[CH2:28][CH2:27]1.[O:17]=[C:8]1[NH:7][CH:6]([CH2:5][CH2:4][C:3]([OH:18])=[O:2])[CH:10]([C:11]2[CH:12]=[CH:13][CH:14]=[CH:15][CH:16]=2)[CH2:9]1 |f:3.4|. Reported procedure: A solution of 93.4 g of 5-oxo-3-phenyl-2-pyrrolidinepropanoic acid methyl ester and 5-oxo-β-phenyl-2-pyrrolidinepropanoic acid methyl ester in 370 ml of 1 N aqueous sodium hydroxide solution is heated to 60° C. for four hours. Excess aqueous hydrochloric acid (1 N, 380 ml) is added and the solution concentrated under reduced pressure to give 5-oxo-β-phenyl-2-pyrrolidinepropanoic acid and 5-oxo-3-phenyl-2-pyrrolidinepropanoic acid. Starting materials: CC(=O)O[BH-](OC(C)=O)OC(C)=O, CN1CCNCC1, COc1cc([N+](=O)[O-])ccc1C=O, CC(Cl)Cl, [Na+]. The product is COc1cc([N+](=O)[O-])ccc1CN1CCN(C)CC1. Reaction SMILES: [C:21]([O:22][BH-:23]([O:24][C:25](=[O:26])[CH3:27])[O:28][C:29](=[O:30])[CH3:31])(=[O:32])[CH3:33].[CH3:14][N:15]1[CH2:16][CH2:17][NH:18][CH2:19][CH2:20]1.[CH3:1][O:2][c:3]1[c:4]([CH:5]=[O:6])[cH:7][cH:8][c:9]([N+:11](=[O:12])[O-:13])[cH:10]1.[Cl:35][CH:36]([Cl:37])[CH3:38].[Na+:34]>>[CH3:1][O:2][c:3]1[c:4]([CH2:5][N:18]2[CH2:17][CH2:16][N:15]([CH3:14])[CH2:20][CH2:19]2)[cH:7][cH:8][c:9]([N+:11](=[O:12])[O-:13])[cH:10]1.